describe an organic reaction: reactants, conditions, products, and yield From a dataset of the Open Reaction Database (ORD), a public repository of structured organic reaction records. Starting materials: CNC, CO, COC(=O)c1nnc2n1-c1ccc(Cl)cc1C(c1ccccc1)=NC2, C1COCCO1. Product: CN(C)C(=O)c1nnc2n1-c1ccc(Cl)cc1C(c1ccccc1)=NC2. As a reaction SMILES: [CH3:1][NH:2][CH3:3].[CH3:35][OH:36].[CH3:4][O:5][C:6](=[O:7])[c:8]1[n:9][n:10][c:11]2[n:12]1-[c:13]1[c:14]([cH:24][c:25]([Cl:28])[cH:26][cH:27]1)[C:15]([c:18]1[cH:19][cH:20][cH:21][cH:22][cH:23]1)=[N:16][CH2:17]2.[O:29]1[CH2:30][CH2:31][O:32][CH2:33][CH2:34]1>>[CH3:1][N:2]([CH3:3])[C:6](=[O:7])[c:8]1[n:9][n:10][c:11]2[n:12]1-[c:13]1[c:14]([cH:24][c:25]([Cl:28])[cH:26][cH:27]1)[C:15]([c:18]1[cH:19][cH:20][cH:21][cH:22][cH:23]1)=[N:16][CH2:17]2. The reactants are CC(C)(C)OC(=O)N1CC2CC1CN2, ClCCl, [Na+], O=C([O-])O, O=C(Cl)c1cc2ccccc2[nH]1. Yields the product CC(C)(C)OC(=O)N1CC2CC1CN2C(=O)c1cc2ccccc2[nH]1. RXN SMILES: [C:13]([CH3:14])([CH3:15])([CH3:16])[O:17][C:18](=[O:19])[N:20]1[CH:21]2[CH2:22][NH:23][CH:24]([CH2:25]1)[CH2:26]2.[Cl:27][CH2:28][Cl:29].[Na+:34].[O-:30][C:31]([OH:32])=[O:33].[nH:1]1[c:2]([C:10](=[O:11])[Cl:12])[cH:3][c:4]2[cH:5][cH:6][cH:7][cH:8][c:9]12>>[nH:1]1[c:2]([C:10](=[O:11])[N:23]2[CH2:22][CH:21]3[N:20]([C:18]([O:17][C:13]([CH3:14])([CH3:15])[CH3:16])=[O:19])[CH2:25][CH:24]2[CH2:26]3)[cH:3][c:4]2[cH:5][cH:6][cH:7][cH:8][c:9]12. The reactants are B(O)(O)C1=C(O[C@H](C(=O)O)C)C=CC(=C1)Cl ((2S)-2-(2-borono-4-chlorophenoxy)-propanoic acid), BrC1=CC(=C(C(=O)N(C(C)C)C(C)C)C=C1)F (4-bromo-2-fluoro-N,N-bis(1-methylethyl)-benzamide), C([O-])([O-])=O.[Na+].[Na+] (sodium carbonate). Reagents/catalysts: C1=CC=C(C=C1)P([C-]2C=CC=C2)C3=CC=CC=C3.C1=CC=C(C=C1)P([C-]2C=CC=C2)C3=CC=CC=C3.Cl[Pd]Cl.[Fe+2] (Pd(dppf)Cl2). The solvent is O1CCOCC1 (dioxan). Product: CC(C)N(C(=O)C1=C(C=C(C=C1)C1=C(C=CC(=C1)Cl)O[C@H](C(=O)O)C)F)C(C)C ((2S)-2-[[4′-[[bis(1-methylethyl)amino]carbonyl]-5-chloro-3′-fluoro[1,1′-biphenyl]-2-yl]oxy]-propanoic acid). As a reaction SMILES: B([C:4]1[CH:15]=[C:14]([Cl:16])[CH:13]=[CH:12][C:5]=1[O:6][C@@H:7]([CH3:11])[C:8]([OH:10])=[O:9])(O)O.Br[C:18]1[CH:32]=[CH:31][C:21]([C:22]([N:24]([CH:28]([CH3:30])[CH3:29])[CH:25]([CH3:27])[CH3:26])=[O:23])=[C:20]([F:33])[CH:19]=1.C(=O)([O-])[O-].[Na+].[Na+]>C1C=CC(P(C2C=CC=CC=2)[C-]2C=CC=C2)=CC=1.C1C=CC(P(C2C=CC=CC=2)[C-]2C=CC=C2)=CC=1.Cl[Pd]Cl.[Fe+2].O1CCOCC1>[CH3:27][CH:25]([N:24]([CH:28]([CH3:30])[CH3:29])[C:22]([C:21]1[CH:31]=[CH:32][C:18]([C:4]2[CH:15]=[C:14]([Cl:16])[CH:13]=[CH:12][C:5]=2[O:6][C@@H:7]([CH3:11])[C:8]([OH:10])=[O:9])=[CH:19][C:20]=1[F:33])=[O:23])[CH3:26] |f:2.3.4,5.6.7.8|. Procedure details: The product of step c) (200 mg), the product of step d) (200 mg), Pd(dppf)Cl2 (60 mg), sodium carbonate (350 mg) and dioxan (5 ml) were charged to a flask and heated at reflux for 24 h, then cooled to room temp and filtered (hyflo). The filtrate was concentrated in vacuo, then purified by reverse phase HPLC to give the title compound. Yield 22 mg Reactants: N#Cc1cc(Br)ccc1N1CCc2ncnc(NCc3ccc(C(F)(F)F)nc3)c2C1, CC(=O)[O-], CC(=O)[O-], CB(O)O, Cc1ccccc1, C1CCC(P(C2CCCCC2)C2CCCCC2)CC1, [K+], [K+], [K+], O, O=P([O-])([O-])[O-], [Pd+2]. The product is Cc1ccc(N2CCc3ncnc(NCc4ccc(C(F)(F)F)nc4)c3C2)c(C#N)c1. Reaction SMILES: [Br:1][c:2]1[cH:3][cH:4][c:5]([N:10]2[CH2:11][c:12]3[c:13]([n:14][cH:15][n:16][c:17]3[NH:18][CH2:19][c:20]3[cH:21][n:22][c:23]([C:26]([F:27])([F:28])[F:29])[cH:24][cH:25]3)[CH2:30][CH2:31]2)[c:6]([C:7]#[N:8])[cH:9]1.[C:63]([O-:64])(=[O:65])[CH3:66].[C:68]([O-:69])(=[O:70])[CH3:71].[CH3:32][B:33]([OH:34])[OH:35].[CH3:73][c:74]1[cH:75][cH:76][cH:77][cH:78][cH:79]1.[CH:44]1([P:45]([CH:46]2[CH2:47][CH2:48][CH2:49][CH2:50][CH2:51]2)[CH:52]2[CH2:53][CH2:54][CH2:55][CH2:56][CH2:57]2)[CH2:58][CH2:59][CH2:60][CH2:61][CH2:62]1.[K+:41].[K+:42].[K+:43].[OH2:72].[P:36]([O-:37])([O-:38])([O-:39])=[O:40].[Pd+2:67]>>[c:2]1([CH3:32])[cH:3][cH:4][c:5]([N:10]2[CH2:11][c:12]3[c:13]([n:14][cH:15][n:16][c:17]3[NH:18][CH2:19][c:20]3[cH:21][n:22][c:23]([C:26]([F:27])([F:28])[F:29])[cH:24][cH:25]3)[CH2:30][CH2:31]2)[c:6]([C:7]#[N:8])[cH:9]1. Reactants: C(=O)(OC(C)(C)C)NCCBr (2-(BOC-amino)ethyl bromide), ClC=1C=C(C=CC1C(C(C(F)(F)F)(C1=NC=C(N=C1)C)O)C)O (3-Chloro-4-[3,3,3-trifluoro-2-hydroxy-1-methyl-2-(5-methyl-pyrazin-2-yl)-propyl]-phenol). Yields the product C(C)(C)(C)OC(NCCOC1=CC(=C(C=C1)C(C(C(F)(F)F)(C1=NC=C(N=C1)C)O)C)Cl)=O ((2-{3-Chloro-4-[3,3,3-trifluoro-2-hydroxy-1-methyl-2-(5-methyl-pyrazin-2-yl)-propyl]-phenoxy}-ethyl)-carbamic acid tert-butyl ester). Reaction SMILES: [C:1]([NH:8][CH2:9][CH2:10]Br)([O:3][C:4]([CH3:7])([CH3:6])[CH3:5])=[O:2].[Cl:12][C:13]1[CH:14]=[C:15]([OH:34])[CH:16]=[CH:17][C:18]=1[CH:19]([CH3:33])[C:20]([OH:32])([C:25]1[CH:30]=[N:29][C:28]([CH3:31])=[CH:27][N:26]=1)[C:21]([F:24])([F:23])[F:22]>>[C:4]([O:3][C:1](=[O:2])[NH:8][CH2:9][CH2:10][O:34][C:15]1[CH:16]=[CH:17][C:18]([CH:19]([CH3:33])[C:20]([OH:32])([C:25]2[CH:30]=[N:29][C:28]([CH3:31])=[CH:27][N:26]=2)[C:21]([F:22])([F:23])[F:24])=[C:13]([Cl:12])[CH:14]=1)([CH3:7])([CH3:6])[CH3:5]. Procedure details: The title compound was prepared in analogy to Example 74 from 2-(BOC-amino)ethyl bromide and 3-chloro-4-[3,3,3-trifluoro-2-hydroxy-1-methyl-2-(5-methyl-pyrazin-2-yl)-propyl]-phenol (Example 72). MS (m/e)=489.9 (MH+). The reactants are NC1[C@@H]2N(C(=C(CS2)CCl)C(=O)OC(C2=CC=CC=C2)C2=CC=CC=C2)C1=O (Benzhydryl 7-Amino-3-chloromethyl-3-cephem-4-carboxylate), C(=O)(O)[O-].[Na+] (NaHCO3), C(C)O\N=C(/C(=O)O)\C=1N=C(SC1)NC(C1=CC=CC=C1)(C1=CC=CC=C1)C1=CC=CC=C1 ((Z)-2-ethoxyimino-2-(2-tritylaminothiazol-4-yl)acetic acid), P(Cl)(Cl)(Cl)(Cl)Cl (phosphorus pentachloride), ice. Run in ClCCl (dichloromethane), ClCCl (dichloromethane). Run at time 1 hour. Product: ClCC=1CS[C@H]2N(C1C(=O)OC(C1=CC=CC=C1)C1=CC=CC=C1)C(C2NC(\C(\C=2N=C(SC2)NC(C2=CC=CC=C2)(C2=CC=CC=C2)C2=CC=CC=C2)=N/OCC)=O)=O (Benzhydryl 3-Chloromethyl-7-[(Z)-2-ethoxyimino-2-(2-tritylaminothiazol-4-yl)acetamido]-3-cephem-4-carboxylate). RXN SMILES: [CH2:1]([O:3]/[N:4]=[C:5](/[C:9]1[N:10]=[C:11]([NH:14][C:15]([C:28]2[CH:33]=[CH:32][CH:31]=[CH:30][CH:29]=2)([C:22]2[CH:27]=[CH:26][CH:25]=[CH:24][CH:23]=2)[C:16]2[CH:21]=[CH:20][CH:19]=[CH:18][CH:17]=2)[S:12][CH:13]=1)\[C:6](O)=[O:7])[CH3:2].P(Cl)(Cl)(Cl)(Cl)Cl.[NH2:40][CH:41]1[C:66](=[O:67])[N:43]2[C:44]([C:50]([O:52][CH:53]([C:60]3[CH:65]=[CH:64][CH:63]=[CH:62][CH:61]=3)[C:54]3[CH:59]=[CH:58][CH:57]=[CH:56][CH:55]=3)=[O:51])=[C:45]([CH2:48][Cl:49])[CH2:46][S:47][C@H:42]12.C([O-])(O)=O.[Na+]>ClCCl>[Cl:49][CH2:48][C:45]1[CH2:46][S:47][C@@H:42]2[CH:41]([NH:40][C:6](=[O:7])/[C:5](=[N:4]\[O:3][CH2:1][CH3:2])/[C:9]3[N:10]=[C:11]([NH:14][C:15]([C:22]4[CH:23]=[CH:24][CH:25]=[CH:26][CH:27]=4)([C:28]4[CH:33]=[CH:32][CH:31]=[CH:30][CH:29]=4)[C:16]4[CH:17]=[CH:18][CH:19]=[CH:20][CH:21]=4)[S:12][CH:13]=3)[C:66](=[O:67])[N:43]2[C:44]=1[C:50]([O:52][CH:53]([C:54]1[CH:59]=[CH:58][CH:57]=[CH:56][CH:55]=1)[C:60]1[CH:61]=[CH:62][CH:63]=[CH:64][CH:65]=1)=[O:51] |f:3.4|. Reported procedure: To a solution of (Z)-2-ethoxyimino-2-(2-tritylaminothiazol-4-yl)acetic acid (IVb) (1.095 g, 2.4 mmoles) in dichloromethane (20 mL) was added phosphorus pentachloride (500 mg). After stirring for 1 hour at room temperature, the mixture was added in one portion to an ice-cooled solution of Compound V (1.083 g, 2.4 mmoles) and BSA (1 mL) in dichloromethane (20 mL). After stirring for 0.5 hour the reaction mixture was poured into 10% aqueous NaHCO3 (200 mL) and extracted with CHCl3 (100 mL). The ext...